From a dataset of the Open Reaction Database (ORD), a public repository of structured organic reaction records. describe an organic reaction: reactants, conditions, products, and yield Starting materials: FC(C=O)=C (2-fluoroacrolein), CC(C#C)(C)C (3,3-dimethyl-1-butyne), CCCCCC (hexane), C(CCC)[Li] (n-butyllithium), ice water. The solvent is O1CCCC1 (tetrahydrofuran). Run at time 8 hour. The product is FC(=C)C(C#CC(C)(C)C)O (2-fluoro-3-hydroxy-6,6-dimethylhept- 1-ene-4-yne). Isolated yield 57.7%. Reaction SMILES: [CH3:1][C:2]([CH3:6])([CH3:5])[C:3]#[CH:4].CCCCCC.C([Li])CCC.[F:18][C:19](=[CH2:22])[CH:20]=[O:21]>O1CCCC1>[F:18][C:19]([CH:20]([OH:21])[C:4]#[C:3][C:2]([CH3:6])([CH3:5])[CH3:1])=[CH2:22]. Procedure details: Ten grams (0.122 mole) of 3,3-dimethyl-1-butyne was dissolved in 100 ml of anhydrous tetrahydrofuran, and the resulting solution was cooled to -40° C. or less in a dry ice-acetone bath. Under a stream of a nitrogen gas, 81.13 ml of a 1.5M hexane solution of n-butyllithium was added dropwise at -40° C. or less with stirring. After aging ageing the reaction solution at -50° C. for 30 minutes, 9.01 g (0.122 mole) of 2-fluoroacrolein was added dropwise at -50° C. or less. After the reaction mixture ... Starting materials: O[C@H](C(=O)OCC)[C@@H](C(N[C@@H](CC(C)C)C(NCCC(C)C)=O)=O)O (ethyl (2S,3S)-2,3-dihydroxy-3-[(S)-3-methyl-1-(3-methylbutylcarbamoyl)butylcarbamoyl]propionate), resultant solution, C(C)#N (Acetonitrile), C(C)[C@@]1(OS(O[C@@H]1C(N[C@@H](CC(C)C)C(NCCC(C)C)=O)=O)=O)C(=O)[O-] (ethyl-(4S,5S)-5-[(S)-3-methyl-1-(3-methylbutylcarbamoyl) butylcarbamoyl]-1,3,2-dioxathiolane-4-carboxylate-2-oxide), I(=O)(=O)(=O)[O-].[Na+] (sodium periodate). The reagents and catalysts are O.[Ru](Cl)(Cl)Cl (ruthenium trichloride hydrate). Run in C(C)OCC (Diethylether), C(Cl)(Cl)(Cl)Cl (carbon tetrachloride), O (water). Product: CC(C[C@@H](C(NCCC(C)C)=O)NC(=O)[C@@H]1[C@H](OS(O1)(=O)=O)C(=O)OCC)C (Ethyl (4S,5S)-5-[(S)-3-methyl-1-(3-methylbutylcarbamoyl)butylcarbamoyl]-1,3,2-dioxathiolane-4-carboxylate-2,2-dioxide). RXN SMILES: [OH:1][C@@H:2]([C@H:8]([OH:25])[C:9](=[O:24])[NH:10][C@H:11]([C:16](=[O:23])[NH:17][CH2:18][CH2:19][CH:20]([CH3:22])[CH3:21])[CH2:12][CH:13]([CH3:15])[CH3:14])[C:3]([O:5][CH2:6][CH3:7])=[O:4].C([C@@]1(C([O-])=O)[C@@H](C(=O)N[C@H](C(=O)NCCC(C)C)CC(C)C)[O:31][S:30](=O)[O:29]1)C.C(#N)C.I([O-])(=O)(=O)=O.[Na+]>O.O.[Ru](Cl)(Cl)Cl.C(OCC)C.C(Cl)(Cl)(Cl)Cl>[CH3:14][CH:13]([CH3:15])[CH2:12][C@H:11]([NH:10][C:9]([C@H:8]1[O:25][S:30](=[O:31])(=[O:29])[O:1][C@@H:2]1[C:3]([O:5][CH2:6][CH3:7])=[O:4])=[O:24])[C:16](=[O:23])[NH:17][CH2:18][CH2:19][CH:20]([CH3:22])[CH3:21] |f:3.4,6.7|. Reported procedure: Following the same procedures as in Example 3, ethyl (2S,3S)-2,3-dihydroxy-3-[(S)-3-methyl-1-(3-methylbutylcarbamoyl)butylcarbamoyl]propionate (200 mg) was converted into ethyl-(4S,5S)-5-[(S)-3-methyl-1-(3-methylbutylcarbamoyl) butylcarbamoyl]-1,3,2-dioxathiolane-4-carboxylate-2-oxide. Acetonitrile (3 ml) was added to the reaction solution (carbon tetrachloride; 3 ml) without isolating or purifying the product, and the resultant solution was stirred at room temperature. Subsequently, a solution ... The reactants are BrC1=CC(=CC(=C1)F)F (1-bromo-3,5-difluorobenzene), [Mg] (magnesium), II (iodine), C(=O)(OC(C)(C)C)N1CC(CC1)=O (1-N-boc-3-pyrrolidone), [Cl-].[NH4+] (ammonium chloride). Run in O1CCCC1 (tetrahydrofuran), O1CCCC1 (tetrahydrofuran). Product: FC=1C=C(C=C(C1)F)C1(CN(CC1)C(=O)OC(C)(C)C)O (Tert-butyl 3-(3,5-difluorophenyl)-3-hydroxypyrrolidine-1-carboxylate). Isolated yield 30.7%. As a reaction SMILES: Br[C:2]1[CH:7]=[C:6]([F:8])[CH:5]=[C:4]([F:9])[CH:3]=1.[Mg].II.[C:13]([N:20]1[CH2:24][CH2:23][C:22](=[O:25])[CH2:21]1)([O:15][C:16]([CH3:19])([CH3:18])[CH3:17])=[O:14].[Cl-].[NH4+]>O1CCCC1>[F:9][C:4]1[CH:3]=[C:2]([C:22]2([OH:25])[CH2:23][CH2:24][N:20]([C:13]([O:15][C:16]([CH3:18])([CH3:17])[CH3:19])=[O:14])[CH2:21]2)[CH:7]=[C:6]([F:8])[CH:5]=1 |f:4.5|. Procedure: To a solution of 1-bromo-3,5-difluorobenzene (8 g, 41.4 mmol) in dry tetrahydrofuran (100 ml), under nitrogen, was added magnesium turnings (0.99 g, 41.4 mmol) and one crystal of iodine. The mixture was refluxed for 1 h, cooled to ambient temperature and a solution of 1-N-boc-3-pyrrolidone (7.66 g, 41.4 mmol) in dry tetrahydrofuran (40 ml) was added drop wise. The resulting mixture was refluxed 1 h, cooled to ambient temperature, aqueous saturated ammonium chloride solution (50 ml) was added and... Reactants: CCO, FC(F)(F)c1ccccc1-c1cc2ccccc2c(Cl)n1, Nc1nc[nH]n1. The product is FC(F)(F)c1ccccc1-c1cc2ccccc2c(Nc2nc[nH]n2)n1. Reaction SMILES: [CH3:28][CH2:29][OH:30].[Cl:1][c:2]1[n:3][c:4](-[c:12]2[c:13]([C:18]([F:19])([F:20])[F:21])[cH:14][cH:15][cH:16][cH:17]2)[cH:5][c:6]2[cH:7][cH:8][cH:9][cH:10][c:11]12.[nH:22]1[n:23][c:24]([NH2:27])[n:25][cH:26]1>>[c:2]1([NH:27][c:24]2[n:23][nH:22][cH:26][n:25]2)[n:3][c:4](-[c:12]2[c:13]([C:18]([F:19])([F:20])[F:21])[cH:14][cH:15][cH:16][cH:17]2)[cH:5][c:6]2[cH:7][cH:8][cH:9][cH:10][c:11]12. Reactants: CO, COc1cnc2[nH]c(C(=CC3CCCC3)c3ccc(C(F)(F)F)cc3)cc2c1. Product: COc1cnc2[nH]c(C(CC3CCCC3)c3ccc(C(F)(F)F)cc3)cc2c1. Reaction SMILES: [CH3:29][OH:30].[CH:1]1([CH:6]=[C:7]([c:8]2[cH:9][cH:10][c:11]([C:14]([F:15])([F:16])[F:17])[cH:12][cH:13]2)[c:18]2[cH:19][c:20]3[c:21]([n:22][cH:23][c:24]([O:26][CH3:27])[cH:25]3)[nH:28]2)[CH2:2][CH2:3][CH2:4][CH2:5]1>>[CH:1]1([CH2:6][CH:7]([c:8]2[cH:9][cH:10][c:11]([C:14]([F:15])([F:16])[F:17])[cH:12][cH:13]2)[c:18]2[cH:19][c:20]3[c:21]([n:22][cH:23][c:24]([O:26][CH3:27])[cH:25]3)[nH:28]2)[CH2:2][CH2:3][CH2:4][CH2:5]1. Reactants: C1CCOC1, CC(C)(C)ON=O, COC(=O)C1CCC(c2nc(I)c3c(=O)[nH]c(N)nn23)CC1, CN(C)C=O. Product: COC(=O)C1CCC(c2nc(I)c3c(=O)[nH]cnn23)CC1. As a reaction SMILES: [CH2:30]1[O:31][CH2:32][CH2:33][CH2:34]1.[N:23]([O:24][C:25]([CH3:26])([CH3:27])[CH3:28])=[O:29].[NH2:1][c:2]1[n:3][n:4]2[c:5]([c:6](=[O:8])[nH:7]1)[c:9]([I:22])[n:10][c:11]2[CH:12]1[CH2:13][CH2:14][CH:15]([C:18](=[O:19])[O:20][CH3:21])[CH2:16][CH2:17]1.[O:35]=[CH:36][N:37]([CH3:38])[CH3:39]>>[cH:2]1[n:3][n:4]2[c:5]([c:6](=[O:8])[nH:7]1)[c:9]([I:22])[n:10][c:11]2[CH:12]1[CH2:13][CH2:14][CH:15]([C:18](=[O:19])[O:20][CH3:21])[CH2:16][CH2:17]1. Starting materials: C1CCOC1, CO, Cn1nccc1-c1cc(C(=O)NC(Cc2ccccc2)CN2C(=O)c3ccccc3C2=O)sc1Cl, NN, O. Product: Cn1nccc1-c1cc(C(=O)NC(CN)Cc2ccccc2)sc1Cl. Reaction SMILES: [CH2:41]1[O:42][CH2:43][CH2:44][CH2:45]1.[CH3:39][OH:40].[Cl:1][c:2]1[c:3](-[c:30]2[cH:31][cH:32][n:33][n:34]2[CH3:35])[cH:4][c:5]([C:7](=[O:8])[NH:9][CH:10]([CH2:11][N:12]2[C:13](=[O:14])[c:15]3[c:16]([cH:17][cH:18][cH:19][cH:20]3)[C:21]2=[O:22])[CH2:23][c:24]2[cH:25][cH:26][cH:27][cH:28][cH:29]2)[s:6]1.[NH2:37][NH2:38].[OH2:36]>>[Cl:1][c:2]1[c:3](-[c:30]2[cH:31][cH:32][n:33][n:34]2[CH3:35])[cH:4][c:5]([C:7](=[O:8])[NH:9][CH:10]([CH2:11][NH2:12])[CH2:23][c:24]2[cH:25][cH:26][cH:27][cH:28][cH:29]2)[s:6]1. The reactants are FC=1C=C(C=C(C1)F)CC(=O)N[C@@H](C)C(=O)O (N-(3,5-difluorophenylacetyl)-L-alanine), NN1C2=C(C3=C(C(C1=O)CC1CC1)C=CC=C3)C=CC=C2 (5-Amino-7-cyclopropylmethyl-5,7-dihydro-6H-dibenz[b,d]azepin-6-one). Solvent: CO.C(Cl)(Cl)Cl (MeOH CHCl3). Yields the product FC=1C=C(C=C(C1)F)CC(=O)N[C@@H](C)C(=O)NN1C2=C(C3=C(C(C1=O)CC1CC1)C=CC=C3)C=CC=C2 (5-{N′-(3,5-Difluorophenylacetyl)-L-alaninyl}amino-7-cyclopropylmethyl-5,7-dihydro-6H-dibenz[b,d]azepin-6-one). As a reaction SMILES: [F:1][C:2]1[CH:3]=[C:4]([CH2:9][C:10]([NH:12][C@H:13]([C:15]([OH:17])=O)[CH3:14])=[O:11])[CH:5]=[C:6]([F:8])[CH:7]=1.[NH2:18][N:19]1[C:25](=[O:26])[CH:24]([CH2:27][CH:28]2[CH2:30][CH2:29]2)[C:23]2[CH:31]=[CH:32][CH:33]=[CH:34][C:22]=2[C:21]2[CH:35]=[CH:36][CH:37]=[CH:38][C:20]1=2>CO.C(Cl)(Cl)Cl>[F:8][C:6]1[CH:5]=[C:4]([CH2:9][C:10]([NH:12][C@H:13]([C:15]([NH:18][N:19]2[C:25](=[O:26])[CH:24]([CH2:27][CH:28]3[CH2:30][CH2:29]3)[C:23]3[CH:31]=[CH:32][CH:33]=[CH:34][C:22]=3[C:21]3[CH:35]=[CH:36][CH:37]=[CH:38][C:20]2=3)=[O:17])[CH3:14])=[O:11])[CH:3]=[C:2]([F:1])[CH:7]=1 |f:2.3|. Procedure: Following General Procedure D and using N-(3,5-difluorophenylacetyl)-L-alanine (Ex. B) and 5-amino-7-cyclopropylmethyl-5,7-dihydro-6H-dibenz[b,d]azepin-6-one (Example 7-L), the title compound was prepared. The reaction was monitored by tlc (Rf=0.30, 5% MeOH/CHCl3) and product was purified by chromatography (silica, 3% MeOH/CHCl3).